From a dataset of the Open Reaction Database (ORD), a public repository of structured organic reaction records. describe an organic reaction: reactants, conditions, products, and yield Reaction conditions: time 2 hour. Yields the product C(C)(=O)NC1=C(C=CC=C1)C1=CC=CC=2N(C(NC21)=O)C2CCN(CC2)CC2=CC=CC=C2 (4-[2-(acetylamino)phenyl]-1,3-dihydro-1-[1-(phenylmethyl)-4-piperidinyl]-2H-benzimidazol-2-one). As a reaction SMILES: [NH2:1][CH:2]1[CH2:7][CH2:6][N:5]([CH2:8][C:9]2[CH:14]=[CH:13][CH:12]=[CH:11][CH:10]=2)[CH2:4][CH2:3]1.CCN([CH:21]([CH3:23])[CH3:22])C(C)C.[C:24]([NH:27][C:28]1[CH:33]=[CH:32][CH:31]=[CH:30][C:29]=1[C:34](=O)[CH2:35]Br)(=[O:26])[CH3:25].[O-:38][C:39]#[N:40].[Na+].Cl[CH2:43]Cl>C(OCC)(=O)C.CO.C(O)(=O)C>[C:24]([NH:27][C:28]1[CH:33]=[CH:32][CH:31]=[CH:30][C:29]=1[C:34]1[C:35]2[NH:40][C:39](=[O:38])[N:1]([CH:2]3[CH2:7][CH2:6][N:5]([CH2:8][C:9]4[CH:14]=[CH:13][CH:12]=[CH:11][CH:10]=4)[CH2:4][CH2:3]3)[C:22]=2[CH:21]=[CH:23][CH:43]=1)(=[O:26])[CH3:25] |f:3.4,6.7|. The solvent is C(C)(=O)OCC.CO (ethyl acetate methanol), C(C)(=O)O (acetic acid). The reactants are NC1CCN(CC1)CC1=CC=CC=C1 (4-amino1-(phenylmethyl)piperidine), CCN(C(C)C)C(C)C (DIEA), C(C)(=O)NC1=C(C=CC=C1)C(CBr)=O (1-[2-(acetylamino)phenyl]-2-bromoethanone), ClCCl (dichloromethane), ClCCl (dichloromethane), ice, [O-]C#N.[Na+] (sodium cyanate). Procedure: To a solution of 26.3 g (0.138 mol) of 4-amino1-(phenylmethyl)piperidine and 17.8 g (0.138 mol) of DIEA in 300 ml of dichloromethane was added dropwise a solution of 35.4 g (0.138 mol) of 1-[2-(acetylamino)phenyl]-2-bromoethanone in 150 ml of dichloromethane and the mixture was kept for a further 2 hours at room temperature. With external cooling with ice 13.5 g (0.20 mol) of sodium cyanate and 12 ml of glacial acetic acid were then added and the mixture was stirred overnight in a thawing ice ba... Starting materials: FC=1C=C(C(=O)OC)C=CC1C=1C([C@@H]2CC[C@]3([C@@]4(CC[C@@]5([C@@H]([C@H]4CC[C@@H]3[C@]2(CC1)C)[C@@H](CC5)C(=C)C)C=O)C)C)(C)C (methyl 3-fluoro-4-((1R,3aS,5aR,5bR,7aR,11aS,11bR,13aR,13bR)-3a-formyl-5a,5b,8,8,11a-pentamethyl-1-(prop-1-en-2-yl)-2,3,3a,4,5,5a,5b,6,7,7a,8,11,11a,11b,12,13,13a,13b-octadecahydro-1H-cyclopenta[a]chrysen-9-yl)benzoate), NCCCN1C(CCC1)=O (1-(3-aminopropyl)pyrrolidin-2-one), amine. Yields the product FC=1C=C(C(=O)O)C=CC1C=1C([C@@H]2CC[C@]3([C@@]4(CC[C@@]5([C@@H]([C@H]4CC[C@@H]3[C@]2(CC1)C)[C@@H](CC5)C(=C)C)CNCCCN5C(CCC5)=O)C)C)(C)C (3-fluoro-4-((1R,3aS,5aR,5bR,7aR,11aS,11bR,13aR,13bR)-5a,5b,8,8,11a-pentamethyl-3a-((3-(2-oxopyrrolidin-1-yl)propylamino)methyl)-1-(prop-1-en-2-yl)-2,3,3a,4,5,5a,5b,6,7,7a,8,11,11a,11b,12,13,13a,13b-octadecahydro-1H-cyclopenta[a]chrysen-9-yl)benzoic acid). The yield is 79.0%. As a reaction SMILES: [F:1][C:2]1[CH:3]=[C:4]([CH:9]=[CH:10][C:11]=1[C:12]1[C:13]([CH3:42])([CH3:41])[C@H:14]2[C@:27]([CH3:30])([CH2:28][CH:29]=1)[C@@H:26]1[C@:17]([CH3:40])([C@@:18]3([CH3:39])[C@H:23]([CH2:24][CH2:25]1)[C@H:22]1[C@H:31]([C:34]([CH3:36])=[CH2:35])[CH2:32][CH2:33][C@:21]1([CH:37]=O)[CH2:20][CH2:19]3)[CH2:16][CH2:15]2)[C:5]([O:7]C)=[O:6].[NH2:43][CH2:44][CH2:45][CH2:46][N:47]1[CH2:51][CH2:50][CH2:49][C:48]1=[O:52]>>[F:1][C:2]1[CH:3]=[C:4]([CH:9]=[CH:10][C:11]=1[C:12]1[C:13]([CH3:42])([CH3:41])[C@H:14]2[C@:27]([CH3:30])([CH2:28][CH:29]=1)[C@@H:26]1[C@:17]([CH3:40])([C@@:18]3([CH3:39])[C@H:23]([CH2:24][CH2:25]1)[C@H:22]1[C@H:31]([C:34]([CH3:36])=[CH2:35])[CH2:32][CH2:33][C@:21]1([CH2:37][NH:43][CH2:44][CH2:45][CH2:46][N:47]1[CH2:51][CH2:50][CH2:49][C:48]1=[O:52])[CH2:20][CH2:19]3)[CH2:16][CH2:15]2)[C:5]([OH:7])=[O:6]. Procedure details: The title compound was prepared in 79% yield following steps 5 and 6 described above, using methyl 3-fluoro-4-((1R,3aS,5aR,5bR,7aR,11aS,11bR,13aR,13bR)-3a-formyl-5a,5b,8,8,11a-pentamethyl-1-(prop-1-en-2-yl)-2,3,3a,4,5,5a,5b,6,7,7a,8,11,11a,11b,12,13,13a,13b-octadecahydro-1H-cyclopenta[a]chrysen-9-yl)benzoate and 1-(3-aminopropyl)pyrrolidin-2-one as the reactant amine MS: m/e 687.5 (MH+), 1.71 min (method 2). 1H NMR (400 MHz, MeOD) δ ppm 0.91 (s, 3H) 0.96 (s, 3H) 1.05 (s, 3H) 1.08 (s, 3H) 1.17 (s...